From a dataset of the Open Reaction Database (ORD), a public repository of structured organic reaction records. describe an organic reaction: reactants, conditions, products, and yield The reactants are CCOC(C)=O, [N-]=[N+]=NCc1cn(-c2ccccc2)c2cc(Cl)ccc2c1=O, O=[Pt]=O. Product: NCc1cn(-c2ccccc2)c2cc(Cl)ccc2c1=O. Reaction SMILES: [CH3:26][CH2:27][O:28][C:29](=[O:30])[CH3:31].[N:1](=[N+:2]=[N-:3])[CH2:4][c:5]1[cH:6][n:7](-[c:17]2[cH:18][cH:19][cH:20][cH:21][cH:22]2)[c:8]2[cH:9][c:10]([Cl:16])[cH:11][cH:12][c:13]2[c:14]1=[O:15].[Pt:23](=[O:24])=[O:25]>>[NH2:1][CH2:4][c:5]1[cH:6][n:7](-[c:17]2[cH:18][cH:19][cH:20][cH:21][cH:22]2)[c:8]2[cH:9][c:10]([Cl:16])[cH:11][cH:12][c:13]2[c:14]1=[O:15]. Reactants: CCO, Cl, CCOC(=O)c1cc(F)c(N)c(OC(F)F)c1F, [Na+], [OH-]. Yields the product Nc1c(F)cc(C(=O)O)c(F)c1OC(F)F. Reaction SMILES: [CH3:22][CH2:23][OH:24].[ClH:21].[NH2:1][c:2]1[c:3]([O:15][CH:16]([F:17])[F:18])[c:4]([F:14])[c:5]([C:6](=[O:7])[O:8][CH2:9][CH3:10])[cH:11][c:12]1[F:13].[Na+:20].[OH-:19]>>[NH2:1][c:2]1[c:3]([O:15][CH:16]([F:17])[F:18])[c:4]([F:14])[c:5]([C:6](=[O:7])[OH:8])[cH:11][c:12]1[F:13]. Starting materials: NCC(=O)N[C@@H](CO)C(=O)NCC(=O)N[C@@H](CC(O)=O)C(=O)N[C@@H](C(C)C)C(=O)O (glycylserylglycylaspartylvaline), C(CCCCCCCCCO)O (1,10-decanediol), peptide, OCCCCCCCCCC(=O)O (10-hydroxydecanoic acid), C1(CCCCC1)N=C=NC1CCCCC1 (dicyclohexylcarbodiimide), ON1C(CCC1=O)=O (N-hydroxy-succinimide). Product: C(CCCCCCCCC)O (decanol). As a reaction SMILES: NCC(N[C@H](C(NCC(N[C@H](C(N[C@H](C(O)=O)C(C)C)=O)CC(=O)O)=O)=O)CO)=O.[CH2:31](O)[CH2:32][CH2:33][CH2:34][CH2:35][CH2:36][CH2:37][CH2:38][CH2:39][CH2:40][OH:41].OCCCCCCCCCC(O)=O.C1(N=C=NC2CCCCC2)CCCCC1.ON1C(=O)CCC1=O>>[CH2:40]([OH:41])[CH2:39][CH2:38][CH2:37][CH2:36][CH2:35][CH2:34][CH2:33][CH2:32][CH3:31]. Procedure details: Coupling of glycylserylglycylaspartylvaline with 1,10-decanediol. The protected peptide is reacted with 10-hydroxydecanoic acid (Aldrich) in the presence of dicyclohexylcarbodiimide (DCC) (Aldrich) and N-hydroxy-succinimide (Aldrich) according to Bergeron et al. (1981) J. Org. Chem. 46:4524, until the complete consumption of the peptide starting material is confirmed by thin layer chromatography. Flash column purification gives 10-(peptidyloxy) decanol as product, through formation of an amide l... Starting materials: C([O-])([O-])=O.[Na+].[Na+] (sodium carbonate), [Cu]C#N (copper (I) cyanide), [C-]#N.[K+] (potassium cyanide), COC(=O)C=1N=CC=2NC3=CC=C(C=C3C2C1)OC1=NC=C(C=C1)N (6-(5-Amino-2-pyridyloxy)-β-carboline-3-carboxylic Acid Methyl Ester), N(=O)[O-].[Na+] (NaNO2). Solvent: O (water), O (water), Cl (hydrochloric acid), O (water). The product is COC(=O)C=1N=CC=2NC3=CC=C(C=C3C2C1)OC1=NC=C(C=C1)C#N (6-(5-Cyano-2-pyridyloxy)-β-carboline-3-carboxylic Acid Methyl Ester). As a reaction SMILES: [CH3:1][O:2][C:3]([C:5]1[N:6]=[CH:7][C:8]2[NH:9][C:10]3[C:15]([C:16]=2[CH:17]=1)=[CH:14][C:13]([O:18][C:19]1[CH:24]=[CH:23][C:22](N)=[CH:21][N:20]=1)=[CH:12][CH:11]=3)=[O:4].N([O-])=O.[Na+].C(=O)([O-])[O-].[Na+].[Na+].[Cu][C:37]#[N:38].[C-]#N.[K+]>O.Cl>[CH3:1][O:2][C:3]([C:5]1[N:6]=[CH:7][C:8]2[NH:9][C:10]3[C:15]([C:16]=2[CH:17]=1)=[CH:14][C:13]([O:18][C:19]1[CH:24]=[CH:23][C:22]([C:37]#[N:38])=[CH:21][N:20]=1)=[CH:12][CH:11]=3)=[O:4] |f:1.2,3.4.5,7.8|. Procedure details: A suspension of 1.7 g of amino derivative (Example 24) in 10 ml of water and 2.5 ml of hydrochloric acid (37%) is combined dropwise at -5° C. with a solution of 0.4 g of NaNO2 in 1.5 ml of water, then stirred for another hour at 0°-5° C. By adding sodium carbonate, the solution is then adjusted to pH 5.5-6 and poured into a mixture, preheated to about 60° C., of 0.5 g of copper (I) cyanide and 1.6 g of potassium cyanide in 10 ml of water. After the reaction is completed, the cooled-off solution ...